This data is from the Open Reaction Database (ORD), a public repository of structured organic reaction records. The task is: describe an organic reaction: reactants, conditions, products, and yield Reactants: [H][H] (hydrogen), C(#N)C1=NC=C(C(=O)O)C=C1 (6-Cyanonicotinic acid), FC(C(=O)[O-])(F)F (trifluoroacetate). Reagents/catalysts: [Ni] (Raney nickel). Run in CO (methanol). Product: FC(C(=O)O)(F)F.NCC1=NC=C(C(=O)O)C=C1 (6-aminomethylnicotinic acid trifluoroacetate). As a reaction SMILES: [C:1]([C:3]1[CH:11]=[CH:10][C:6]([C:7]([OH:9])=[O:8])=[CH:5][N:4]=1)#[N:2].[F:12][C:13]([F:18])([F:17])[C:14]([O-:16])=[O:15].[H][H]>CO.[Ni]>[F:12][C:13]([F:18])([F:17])[C:14]([OH:16])=[O:15].[NH2:2][CH2:1][C:3]1[CH:11]=[CH:10][C:6]([C:7]([OH:9])=[O:8])=[CH:5][N:4]=1 |f:5.6|. Reported procedure: 6-Cyanonicotinic acid as the trifluoroacetate (1 g) was dissolved in methanol (300 ml), treated with Raney nickel (0.224 g) and hydrogenated in a shaker autoclave at 80° C. for 20 h under 10 bar hydrogen pressure. Subsequently, the mixture was filtered, the residue was washed with a water/methanol mixture and the filtrate was concentrated. The residue was taken up with ACN/water and freeze-dried. 500 mg of product were obtained, which were sufficiently clean for use in the next stage. Starting materials: C1CCOC1, C[Si](C)(C)[N-][Si](C)(C)C, [Cl-], COC(=O)CP(=O)(OCC(F)(F)F)OCC(F)(F)F, O=Cc1ccc(F)cc1, [K+], [NH4+], C1COCCOCCOCCOCCOCCO1. Yields the product COC(=O)C=Cc1ccc(F)cc1. Reaction SMILES: [CH2:57]1[O:58][CH2:59][CH2:60][CH2:61]1.[CH3:38][Si:39]([N-:40][Si:41]([CH3:42])([CH3:43])[CH3:44])([CH3:45])[CH3:46].[Cl-:62].[F:1][C:2]([F:3])([F:4])[CH2:5][O:6][P:7]([O:8][CH2:9][C:10]([F:11])([F:12])[F:18])([CH2:13][C:14](=[O:15])[O:16][CH3:17])=[O:19].[F:48][c:49]1[cH:50][cH:51][c:52]([CH:53]=[O:54])[cH:55][cH:56]1.[K+:47].[NH4+:63].[O:20]1[CH2:21][CH2:22][O:23][CH2:24][CH2:25][O:26][CH2:27][CH2:28][O:29][CH2:30][CH2:31][O:32][CH2:33][CH2:34][O:35][CH2:36][CH2:37]1>>[CH:13]([C:14](=[O:15])[O:16][CH3:17])=[CH:53][c:52]1[cH:51][cH:50][c:49]([F:48])[cH:56][cH:55]1. Reactants: ClC1=NC=C(C(=C1)NC=1C(=C(C(=O)O)C=CC1)OC)C(NC)=O (3-((2-chloro-5-(methylcarbamoyl)pyridin-4-yl)amino)-2-methoxybenzoic acid), FC=1C(=CC(=NC1)N)C (5-fluoro-4-methylpyridin-2-amine), Cl (HCl), [Li+].C[Si](C)(C)[N-][Si](C)(C)C (LiHMDS). Reagents/catalysts: C=1C=CC(=CC1)/C=C/C(=O)/C=C/C2=CC=CC=C2.C=1C=CC(=CC1)/C=C/C(=O)/C=C/C2=CC=CC=C2.C=1C=CC(=CC1)/C=C/C(=O)/C=C/C2=CC=CC=C2.[Pd].[Pd] (Pd2(dba)3), CC(C)C1=CC(=C(C(=C1)C(C)C)C2=C(C=CC(=C2P(C3CCCCC3)C4CCCCC4)OC)OC)C(C)C (BrettPhos). Solvent: O (water). Run at temperature 110 celsius, time 4 hour. The product is FC=1C(=CC(=NC1)NC1=NC=C(C(=C1)NC=1C(=C(C(=O)O)C=CC1)OC)C(NC)=O)C (3-((2-((5-fluoro-4-methylpyridin-2-yl)amino)-5-(methylcarbamoyl)pyridin-4-yl)amino)-2-methoxybenzoic acid). Isolated yield 96.8%. As a reaction SMILES: Cl[C:2]1[CH:7]=[C:6]([NH:8][C:9]2[C:10]([O:18][CH3:19])=[C:11]([CH:15]=[CH:16][CH:17]=2)[C:12]([OH:14])=[O:13])[C:5]([C:20](=[O:23])[NH:21][CH3:22])=[CH:4][N:3]=1.[F:24][C:25]1[C:26]([CH3:32])=[CH:27][C:28]([NH2:31])=[N:29][CH:30]=1.[Li+].C[Si]([N-][Si](C)(C)C)(C)C.Cl>C1C=CC(/C=C/C(/C=C/C2C=CC=CC=2)=O)=CC=1.C1C=CC(/C=C/C(/C=C/C2C=CC=CC=2)=O)=CC=1.C1C=CC(/C=C/C(/C=C/C2C=CC=CC=2)=O)=CC=1.[Pd].[Pd].CC(C1C=C(C(C)C)C(C2C(P(C3CCCCC3)C3CCCCC3)=C(OC)C=CC=2OC)=C(C(C)C)C=1)C.O>[F:24][C:25]1[C:26]([CH3:32])=[CH:27][C:28]([NH:31][C:2]2[CH:7]=[C:6]([NH:8][C:9]3[C:10]([O:18][CH3:19])=[C:11]([CH:15]=[CH:16][CH:17]=3)[C:12]([OH:14])=[O:13])[C:5]([C:20](=[O:23])[NH:21][CH3:22])=[CH:4][N:3]=2)=[N:29][CH:30]=1 |f:2.3,5.6.7.8.9|. Reported procedure: A reaction vial was charged with 3-((2-chloro-5-(methylcarbamoyl)pyridin-4-yl)amino)-2-methoxybenzoic acid (600 mg, 1.787 mmol), 5-fluoro-4-methylpyridin-2-amine (316 mg, 2.502 mmol), BrettPhos (38.4 mg, 0.071 mmol) and Pd2(dba)3 (32.7 mg, 0.036 mmol) and the contents were flushed with nitrogen before adding dioxane (2 mL) and DMA (1 mL). The resulting slurry was sparged with additional nitrogen for ˜1 minutes, then LiHMDS (1 M in THF) (3.93 mL, 3.93 mmol) was added and the resulting dark amber ... The reactants are C(CCCCCCCC(=O)O)(=O)O (azelaic acid), CO (methanol). Yields the product monomethyl ester, OC1=CC(OC(=C1)C)=O (4-hydroxy-6-methyl-2-pyrone). Reaction SMILES: [C:1]([OH:13])(=[O:12])[CH2:2][CH2:3][CH2:4][CH2:5][CH2:6]CCC(O)=O.C[OH:15]>>[OH:15][C:3]1[CH:4]=[C:5]([CH3:6])[O:12][C:1](=[O:13])[CH:2]=1. Reported procedure: Similar to Example 150, 6.81 g (21.9 mmol, 73%) of a methyl ester compound was obtained as orange crystals from 6.08 g (0.0 mmol recrystallized from 3 methanol) of monomethyl ester of azelaic acid and 3.78 g (30.0 mmol) of 4-hydroxy-6-methyl-2-pyrone by recrystallization from methanol.